This data is from the Open Reaction Database (ORD), a public repository of structured organic reaction records. The task is: describe an organic reaction: reactants, conditions, products, and yield Reported procedure: At 100° C., 80 mg (0.15 mmol) of 2-chloro-6-({(2-(4-chlorophenyl)-1,3-thiazol-4-yl)methyl}sulfanyl)-4-(4-(2-hydroxyethoxy)phenyl)pyridine-3,5-dicarbonitrile (Example 2A) and 28 mg (0.30 mmol) of methanesulfonamide were stirred in 1.5 ml of DMF overnight. After cooling, the crude product was purified by preparative HPLC (acetonitrile/water). This gave 41 mg (50% of theory) of the target compound. Starting materials: ClC1=NC(=C(C(=C1C#N)C1=CC=C(C=C1)OCCO)C#N)SCC=1N=C(SC1)C1=CC=C(C=C1)Cl (2-chloro-6-({(2-(4-chlorophenyl)-1,3-thiazol-4-yl)methyl}sulfanyl)-4-(4-(2-hydroxyethoxy)phenyl)pyridine-3,5-dicarbonitrile), CS(=O)(=O)N (methanesulfonamide), CN(C)C=O (DMF). Product: ClC1=CC=C(C=C1)C=1SC=C(N1)CSC1=NC(=C(C(=C1C#N)C1=CC=C(C=C1)OCCO)C#N)N(C)C ({(2-(4-Chlorophenyl)-1,3-thiazol-4-ylmethyl}sulfanyl)-6-(dimethylamino)-4-(4-(2-hydroxyethoxy)phenyl)pyridine-3,5-dicarbonitrile). Reaction SMILES: Cl[C:2]1[C:7]([C:8]#[N:9])=[C:6]([C:10]2[CH:15]=[CH:14][C:13]([O:16][CH2:17][CH2:18][OH:19])=[CH:12][CH:11]=2)[C:5]([C:20]#[N:21])=[C:4]([S:22][CH2:23][C:24]2[N:25]=[C:26]([C:29]3[CH:34]=[CH:33][C:32]([Cl:35])=[CH:31][CH:30]=3)[S:27][CH:28]=2)[N:3]=1.CS(N)(=O)=O.[CH3:41][N:42](C=O)[CH3:43]>>[Cl:35][C:32]1[CH:31]=[CH:30][C:29]([C:26]2[S:27][CH:28]=[C:24]([CH2:23][S:22][C:4]3[C:5]([C:20]#[N:21])=[C:6]([C:10]4[CH:15]=[CH:14][C:13]([O:16][CH2:17][CH2:18][OH:19])=[CH:12][CH:11]=4)[C:7]([C:8]#[N:9])=[C:2]([N:42]([CH3:43])[CH3:41])[N:3]=3)[N:25]=2)=[CH:34][CH:33]=1. Product: C(C)OC(CN(CP(=O)(N(CC=C)CC=C)N(CC=C)CC=C)C(=O)SCC1=CC=CC=C1)=O (ethyl-N-[(benzylthio)carbonyl]-N-[bis(diallylamino)phosphinylmethyl]-glycinate), hemi-hydrate. Conditions: temperature 25 celsius, time 16 hour. RXN SMILES: [CH2:1]([O:3][C:4](=[O:22])[CH2:5][N:6]([C:12]([S:14][CH2:15][C:16]1[CH:21]=[CH:20][CH:19]=[CH:18][CH:17]=1)=[O:13])[CH2:7][P:8](Cl)(Cl)=[O:9])[CH3:2].[CH2:23]([NH:26][CH2:27][CH:28]=[CH2:29])[CH:24]=[CH2:25]>C(OCC)C>[CH2:1]([O:3][C:4](=[O:22])[CH2:5][N:6]([C:12]([S:14][CH2:15][C:16]1[CH:21]=[CH:20][CH:19]=[CH:18][CH:17]=1)=[O:13])[CH2:7][P:8]([N:26]([CH2:27][CH:28]=[CH2:29])[CH2:23][CH:24]=[CH2:25])([N:26]([CH2:27][CH:28]=[CH2:29])[CH2:23][CH:24]=[CH2:25])=[O:9])[CH3:2]. Reactants: C(C)OC(CN(CP(=O)(Cl)Cl)C(=O)SCC1=CC=CC=C1)=O (ethyl-N-[(benzylthio)carbonyl]-N-[dichlorophosphinylmethyl]-glycinate), C(C=C)NCC=C (diallylamine). Procedure details: Freshly prepared ethyl-N-[(benzylthio)carbonyl]-N-[dichlorophosphinylmethyl]-glycinate (12 g.; 0.031 mol.) dissolved in 150 ml. of diethyl ether was added to a solution containing diallylamine (12.15 g.; 0.125 mol.) in 150 ml. of diethyl ether. The reaction mixture was stirred for 16 hours at 25° C., then filtered. The filtrate was washed with 3% ammonium hydroxide, 5% hydrochloric acid and then water. The ether layer was separated, then dried and concentrated in vacuo to yield ethyl-N-[(benzylt... Solvent: C(C)OCC (diethyl ether), C(C)OCC (diethyl ether). Starting materials: CNC1=NN=C(N1C)C1=CC=NC=C1 (methyl-(4-methyl-5-pyridin-4-yl-4H-[1,2,4]triazol-3-yl)-amine), FC=1C=C(C(=O)Cl)C=C(C1)F (3,5-difluoro-benzoyl chloride). Yields the product FC=1C=C(C=C(C1)F)C=1N(C(=NN1)NC)C ([5-(3,5-Difluoro-phenyl)-4-methyl-4H-[1,2,4]triazol-3-yl]-methyl-amine). Reaction SMILES: [CH3:1][NH:2][C:3]1[N:7](C)[C:6](C2C=CN=CC=2)=[N:5][N:4]=1.[F:15][C:16]1[CH:17]=[C:18]([CH:22]=[C:23]([F:25])[CH:24]=1)[C:19](Cl)=O>>[F:15][C:16]1[CH:17]=[C:18]([C:19]2[N:2]([CH3:1])[C:3]([NH:7][CH3:6])=[N:4][N:5]=2)[CH:22]=[C:23]([F:25])[CH:24]=1. Reported procedure: The title compound was prepared according to the procedure for methyl-(4-methyl-5-pyridin-4-yl-4H-[1,2,4]triazol-3-yl)-amine (example 16a) from 3,5-difluoro-benzoyl chloride. 1H NMR (DMSO-D6) d (ppm): 2.83 (d, 3H) 3.41 (s, 3H) 6.20 (d, 1H) 7.35 (m, 3H), Starting materials: CSc1ccc(Nc2cc(-c3nnc(C(C)(C)OC(C)=O)o3)ccn2)cc1, CO, CCOC(C)=O, [Na+], C1CCOC1, [OH-]. Product: CSc1ccc(Nc2cc(-c3nnc(C(C)(C)O)o3)ccn2)cc1. Reaction SMILES: [C:1](=[O:2])([CH3:3])[O:4][C:5]([CH3:6])([c:7]1[o:8][c:9](-[c:12]2[cH:13][c:14]([NH:18][c:19]3[cH:20][cH:21][c:22]([S:25][CH3:26])[cH:23][cH:24]3)[n:15][cH:16][cH:17]2)[n:10][n:11]1)[CH3:27].[CH3:35][OH:36].[CH3:37][CH2:38][O:39][C:40](=[O:41])[CH3:42].[Na+:29].[O:30]1[CH2:31][CH2:32][CH2:33][CH2:34]1.[OH-:28]>>[OH:4][C:5]([CH3:6])([c:7]1[o:8][c:9](-[c:12]2[cH:13][c:14]([NH:18][c:19]3[cH:20][cH:21][c:22]([S:25][CH3:26])[cH:23][cH:24]3)[n:15][cH:16][cH:17]2)[n:10][n:11]1)[CH3:27]. The reactants are [Si](C)(C)(C(C)(C)C)OC1=C2C=CN(C2=CC=C1)CCN(C(OC(C)(C)C)=O)C[C@@H](C=1C=NC=CC1)O (tert-butyl [2-(4-{[tert-butyl(dimethyl)silyl]oxy}-1H-indol-1-yl)ethyl][(2R)-2-hydroxy-2-pyridin-3-ylethyl]carbamate), solution, [F-].C(CCC)[N+](CCCC)(CCCC)CCCC (tetrabutylammonium fluoride), solution, [F-].C(CCC)[N+](CCCC)(CCCC)CCCC (tetrabutyl-ammonium fluoride). Solvent: O1CCCC1 (tetrahydrofuran), O1CCCC1 (tetrahydrofuran), O1CCCC1 (tetrahydrofuran). Reaction conditions: time 3 hour. Yields the product OC1=C2C=CN(C2=CC=C1)CCN(C(OC(C)(C)C)=O)C[C@@H](C=1C=NC=CC1)O (tert-Butyl [2-(4-hydroxy-1H-indol-1-yl)ethyl][(2R)-2-hydroxy-2-pyridin-3-ylethyl]carbamate). Yield: 97.3%. Reaction SMILES: [Si]([O:8][C:9]1[CH:17]=[CH:16][CH:15]=[C:14]2[C:10]=1[CH:11]=[CH:12][N:13]2[CH2:18][CH2:19][N:20]([CH2:28][C@H:29]([OH:36])[C:30]1[CH:31]=[N:32][CH:33]=[CH:34][CH:35]=1)[C:21](=[O:27])[O:22][C:23]([CH3:26])([CH3:25])[CH3:24])(C(C)(C)C)(C)C.[F-].C([N+](CCCC)(CCCC)CCCC)CCC>O1CCCC1>[OH:8][C:9]1[CH:17]=[CH:16][CH:15]=[C:14]2[C:10]=1[CH:11]=[CH:12][N:13]2[CH2:18][CH2:19][N:20]([CH2:28][C@H:29]([OH:36])[C:30]1[CH:31]=[N:32][CH:33]=[CH:34][CH:35]=1)[C:21](=[O:27])[O:22][C:23]([CH3:24])([CH3:26])[CH3:25] |f:1.2|. Procedure details: To a solution of tert-butyl [2-(4-{[tert-butyl(dimethyl)silyl]oxy}-1H-indol-1-yl)ethyl][(2R)-2-hydroxy-2-pyridin-3-ylethyl]carbamate (316 mg, 0.618 mmol) in tetrahydrofuran (5 mL) is added a 1.0M solution of tetrabutylammonium fluoride in tetrahydrofuran (927 μL, 1.5 equivalent), and the mixture is stirred at room temperature for 3 hours. Further, to the mixture is added a 1.0 M solution of tetrabutyl-ammonium fluoride in tetrahydrofuran (927 μL, 1.5 equivalent), and the mixture is stirred for 1... Reactants: [Al+3], C1CCOC1, CCCCCC, CCOC(=O)c1c(C(C)C)nc2c(c1-c1ccc(F)cc1)CCCC2(C)C, ClCCl, [H-], [H-], [H-], [H-], [Li+]. Yields the product CC(C)c1nc2c(c(-c3ccc(F)cc3)c1CO)CCCC2(C)C. As a reaction SMILES: [Al+3:29].[CH2:43]1[O:44][CH2:45][CH2:46][CH2:47]1.[CH3:37][CH2:38][CH2:39][CH2:40][CH2:41][CH3:42].[CH:1]([CH3:2])([CH3:3])[c:4]1[n:5][c:6]2[c:11]([c:12](-[c:19]3[cH:20][cH:21][c:22]([F:25])[cH:23][cH:24]3)[c:13]1[C:14](=[O:15])[O:16][CH2:17][CH3:18])[CH2:10][CH2:9][CH2:8][C:7]2([CH3:26])[CH3:27].[Cl:34][CH2:35][Cl:36].[H-:28].[H-:31].[H-:32].[H-:33].[Li+:30]>>[CH:1]([CH3:2])([CH3:3])[c:4]1[n:5][c:6]2[c:11]([c:12](-[c:19]3[cH:20][cH:21][c:22]([F:25])[cH:23][cH:24]3)[c:13]1[CH2:14][OH:15])[CH2:10][CH2:9][CH2:8][C:7]2([CH3:26])[CH3:27]. The reactants are COC(=O)C=1N=CC2=C(C=CC=C2C1O)OC1=CC=C(C=C1)OC (4-hydroxy-8-(4-methoxy-phenoxy)-isoquinoline-3-carboxylic acid methyl ester), BrN1C(CCC1=O)=O (N-bromosuccinimide). The reagents and catalysts are C(C1=CC=CC=C1)(=O)OOC(C1=CC=CC=C1)=O (benzoyl peroxide). Solvent: C(Cl)(Cl)(Cl)Cl (CCl4). Reaction conditions: time 2.5 hour. The product is COC(=O)C=1N=C(C2=C(C=CC=C2C1O)OC1=CC=C(C=C1)OC)Br (1-Bromo-4-hydroxy-8-(4-methoxy-phenoxy)-isoquinoline-3-carboxylic acid methyl ester). Yield: 85.2%. As a reaction SMILES: [CH3:1][O:2][C:3]([C:5]1[N:6]=[CH:7][C:8]2[C:13]([C:14]=1[OH:15])=[CH:12][CH:11]=[CH:10][C:9]=2[O:16][C:17]1[CH:22]=[CH:21][C:20]([O:23][CH3:24])=[CH:19][CH:18]=1)=[O:4].[Br:25]N1C(=O)CCC1=O>C(OOC(=O)C1C=CC=CC=1)(=O)C1C=CC=CC=1.C(Cl)(Cl)(Cl)Cl>[CH3:1][O:2][C:3]([C:5]1[N:6]=[C:7]([Br:25])[C:8]2[C:13]([C:14]=1[OH:15])=[CH:12][CH:11]=[CH:10][C:9]=2[O:16][C:17]1[CH:22]=[CH:21][C:20]([O:23][CH3:24])=[CH:19][CH:18]=1)=[O:4]. Procedure: A mixture of 4-hydroxy-8-(4-methoxy-phenoxy)-isoquinoline-3-carboxylic acid methyl ester (1.17 mmol, 381 mg), N-bromosuccinimide (1.3 mmol, 234 mg), benzoyl peroxide (0.06 mmol, 15 mg), and CCl4 (8 mL) was refluxed with stirring for 2.5 h. After cooling to ambient temperature silica gel was added and the mixture was concentrated in vacuo. The residue was added on top of a chromatography column filled with silica gel. Elution with CH2Cl2 gave the title compound as a tan solid (403 mg); MS-(+)-ion...